Dataset: the Open Reaction Database (ORD), a public repository of structured organic reaction records. Task: describe an organic reaction: reactants, conditions, products, and yield The reactants are CC(C)Oc1cc(OC(C)C)cc(C(=O)Nc2ncc(Br)s2)c1, COC(=O)CS. The product is COC(=O)CSc1cnc(NC(=O)c2cc(OC(C)C)cc(OC(C)C)c2)s1. Reaction SMILES: [Br:1][c:2]1[cH:3][n:4][c:5]([NH:7][C:8]([c:9]2[cH:10][c:11]([O:19][CH:20]([CH3:21])[CH3:22])[cH:12][c:13]([O:15][CH:16]([CH3:17])[CH3:18])[cH:14]2)=[O:23])[s:6]1.[CH3:24][O:25][C:26]([CH2:27][SH:28])=[O:29]>>[c:2]1([S:28][CH2:27][C:26]([O:25][CH3:24])=[O:29])[cH:3][n:4][c:5]([NH:7][C:8]([c:9]2[cH:10][c:11]([O:19][CH:20]([CH3:21])[CH3:22])[cH:12][c:13]([O:15][CH:16]([CH3:17])[CH3:18])[cH:14]2)=[O:23])[s:6]1. Starting materials: COC(=O)CCCCCCCC(=O)Nc1c(I)c(C(=O)O)c(I)c(N(C)C(C)=O)c1I, Cl, [Na+], [OH-], O. Product: CC(=O)N(C)c1c(I)c(NC(=O)CCCCCCCC(=O)O)c(I)c(C(=O)O)c1I. Reaction SMILES: [C:1](=[O:2])([OH:3])[c:4]1[c:5]([I:31])[c:6]([NH:7][C:8]([CH2:9][CH2:10][CH2:11][CH2:12][CH2:13][CH2:14][CH2:15][C:16](=[O:17])[O:18][CH3:19])=[O:20])[c:21]([I:30])[c:22]([N:25]([C:26]([CH3:27])=[O:28])[CH3:29])[c:23]1[I:24].[ClH:34].[Na+:33].[OH-:32].[OH2:35]>>[C:1](=[O:2])([OH:3])[c:4]1[c:5]([I:31])[c:6]([NH:7][C:8]([CH2:9][CH2:10][CH2:11][CH2:12][CH2:13][CH2:14][CH2:15][C:16](=[O:17])[OH:18])=[O:20])[c:21]([I:30])[c:22]([N:25]([C:26]([CH3:27])=[O:28])[CH3:29])[c:23]1[I:24]. Reactants: C=1C=CC(=CC1)[C@H](C(=O)N[C@H]2[C@H]3CCC(=C(N3C2=O)C(=O)O)Cl)N.C(C)[O-] (Loracarbef ethanolate), O (water), monohydrate. Reaction conditions: time 30 minute. Product: C1CC(=C(N2C1C(C2=O)NC(=O)[C@@H](C3=CC=CC=C3)N)C(=O)O)Cl.O (Loracarbef Monohydrate). As a reaction SMILES: [CH:1]1[CH:2]=[CH:3][C:4]([C@@H:7]([NH2:24])[C:8]([NH:10][C@@H:11]2[C:18](=[O:19])[N:17]3[C@@H:12]2[CH2:13][CH2:14][C:15]([Cl:23])=[C:16]3[C:20]([OH:22])=[O:21])=[O:9])=[CH:5][CH:6]=1.C([O-:27])C.O>>[CH2:13]1[CH:12]2[CH:11]([NH:10][C:8]([C@H:7]([NH2:24])[C:4]3[CH:5]=[CH:6][CH:1]=[CH:2][CH:3]=3)=[O:9])[C:18](=[O:19])[N:17]2[C:16]([C:20]([OH:22])=[O:21])=[C:15]([Cl:23])[CH2:14]1.[OH2:27] |f:0.1,3.4|. Procedure: Loracarbef ethanolate, (4.0 g, 97.1% potency), was slurried in 56 ml of water (containing 0.004 eq sodium, ~0.02 g editate) at 50° C. for 2 hours. Within 30 minutes the slurry became very thick, indicating conversion to monohydrate. The product was vacuum filtered, washed with a minimum amount of water, and dried in a 40° C. vacuum oven. X-ray-confirmed as monohydrate. The reactants are C1CCOC1 (THF), CCCBr (n-propyl bromide), [Mg] (magnesium), C1CCOC1 (THF), Cl[SiH]1CCC(CC1)[C@@H]1CC[C@H](CC1)CCC1=CC=C(C=C1)F (1-chloro-4-(trans-4-(2-(4-fluorophenyl) ethyl) cyclohexyl)-1-silacyclohexane). Yields the product FC1=CC=C(C=C1)CC[C@@H]1CC[C@H](CC1)[C@@H]1CC[Si@H](CC1)CCCCC (trans-4-(trans-4-(2-(4-fluorophenyl) ethyl) cyclohexyl)-1-n-pentyl-1-silacyclohexane). Isolated yield 85.0%. Reaction SMILES: [CH3:1][CH2:2][CH2:3]Br.[Mg].Cl[SiH:7]1[CH2:12][CH2:11][CH:10]([C@H:13]2[CH2:18][CH2:17][C@H:16]([CH2:19][CH2:20][C:21]3[CH:26]=[CH:25][C:24]([F:27])=[CH:23][CH:22]=3)[CH2:15][CH2:14]2)[CH2:9][CH2:8]1.[CH2:28]1COC[CH2:29]1>>[F:27][C:24]1[CH:25]=[CH:26][C:21]([CH2:20][CH2:19][C@H:16]2[CH2:17][CH2:18][C@H:13]([C@H:10]3[CH2:11][CH2:12][Si@H:7]([CH2:1][CH2:2][CH2:3][CH2:28][CH3:29])[CH2:8][CH2:9]3)[CH2:14][CH2:15]2)=[CH:22][CH:23]=1. Procedure: 3.1 g (20 mmol) of n-propyl bromide was dripped into a mixture of 0.5 g (21 mmol) of magnesium and 50 ml of THF to obtain a Grignard's reagent. This solution was then dripped into a 50 ml THF solution of 6.8 g (20 mmol) of 1-chloro-4-(trans-4-(2-(4-fluorophenyl) ethyl) cyclohexyl)-1-silacyclohexane. The silacyclohexane rings of the reacted mixture thus obtained were a mixture of trans isomers and cis isomers. After a conventional after treatment, they were separated by means of chromatography to... Starting materials: CC(=O)Nc1cc2c(cc1[N+](=O)[O-])N(c1cccc[n+]1[O-])CC(C)(C)O2, O=C([O-])O, CCO, Cl, [Na+], O. Yields the product CC1(C)CN(c2cccc[n+]2[O-])c2cc([N+](=O)[O-])c(N)cc2O1. Reaction SMILES: [C:1](=[O:2])([CH3:3])[NH:4][c:5]1[cH:6][c:7]2[c:8]([cH:22][c:23]1[N+:24](=[O:25])[O-:26])[N:9]([c:15]1[n+:16]([O-:21])[cH:17][cH:18][cH:19][cH:20]1)[CH2:10][C:11]([CH3:13])([CH3:14])[O:12]2.[C:29](=[O:30])([OH:31])[O-:32].[CH3:34][CH2:35][OH:36].[ClH:27].[Na+:33].[OH2:28]>>[NH2:4][c:5]1[cH:6][c:7]2[c:8]([cH:22][c:23]1[N+:24](=[O:25])[O-:26])[N:9]([c:15]1[n+:16]([O-:21])[cH:17][cH:18][cH:19][cH:20]1)[CH2:10][C:11]([CH3:13])([CH3:14])[O:12]2.